The task is: describe an organic reaction: reactants, conditions, products, and yield. This data is from the Open Reaction Database (ORD), a public repository of structured organic reaction records. Reactants: CCC(=O)O, Cl, Cl, Cl, NC1CCC(CCN2CCN(c3nccc4sccc34)CC2)CC1. The product is CCC(=O)NC1CCC(CCN2CCN(c3nccc4sccc34)CC2)CC1. RXN SMILES: [CH3:28][CH2:29][C:30]([OH:31])=[O:32].[ClH:1].[ClH:2].[ClH:3].[s:4]1[cH:5][cH:6][c:7]2[c:8]([N:13]3[CH2:14][CH2:15][N:16]([CH2:19][CH2:20][CH:21]4[CH2:22][CH2:23][CH:24]([NH2:27])[CH2:25][CH2:26]4)[CH2:17][CH2:18]3)[n:9][cH:10][cH:11][c:12]12>>[s:4]1[cH:5][cH:6][c:7]2[c:8]([N:13]3[CH2:14][CH2:15][N:16]([CH2:19][CH2:20][CH:21]4[CH2:22][CH2:23][CH:24]([NH:27][C:30]([CH2:29][CH3:28])=[O:31])[CH2:25][CH2:26]4)[CH2:17][CH2:18]3)[n:9][cH:10][cH:11][c:12]12. Reactants: CCc1cccc(CC)c1-c1cc(OC)c(C(O)C2=CCCc3ccccc32)c(C)n1, CO. Yields the product CCc1cccc(CC)c1-c1cc(OC)c(C(O)C2CCCc3ccccc32)c(C)n1. Reaction SMILES: [CH2:1]([CH3:2])[c:3]1[c:4](-[c:11]2[cH:12][c:13]([O:30][CH3:31])[c:14]([CH:18]([OH:19])[C:20]3=[CH:21][CH2:22][CH2:23][c:24]4[cH:25][cH:26][cH:27][cH:28][c:29]43)[c:15]([CH3:17])[n:16]2)[c:5]([CH2:9][CH3:10])[cH:6][cH:7][cH:8]1.[CH3:32][OH:33]>>[CH2:1]([CH3:2])[c:3]1[c:4](-[c:11]2[cH:12][c:13]([O:30][CH3:31])[c:14]([CH:18]([OH:19])[CH:20]3[CH2:21][CH2:22][CH2:23][c:24]4[cH:25][cH:26][cH:27][cH:28][c:29]43)[c:15]([CH3:17])[n:16]2)[c:5]([CH2:9][CH3:10])[cH:6][cH:7][cH:8]1.